From a dataset of the Open Reaction Database (ORD), a public repository of structured organic reaction records. describe an organic reaction: reactants, conditions, products, and yield The reactants are BrCc1ccccc1, [I-], [K+], [K+], [K], [Na+], O=C([O-])[O-], CC(C)(CCO)C(=O)O. The product is CC(C)(CCO)C(=O)OCc1ccccc1. As a reaction SMILES: [Br:11][CH2:12][c:13]1[cH:14][cH:15][cH:16][cH:17][cH:18]1.[I-:19].[K+:21].[K+:22].[K:1].[Na+:20].[O-:23][C:24]([O-:25])=[O:26].[OH:2][CH2:3][CH2:4][C:5]([C:6](=[O:7])[OH:8])([CH3:9])[CH3:10]>>[OH:2][CH2:3][CH2:4][C:5]([C:6]([O:7][CH2:12][c:13]1[cH:14][cH:15][cH:16][cH:17][cH:18]1)=[O:8])([CH3:9])[CH3:10]. Starting materials: ice water, [OH-].[K+] (potassium hydroxide), CN1CC(CC2C1CC3=CNC4=CC=CC2=C34)C(=O)O (9,10-dihydrolysergic acid), C1(=CC=C(C=C1)S(=O)(=O)OC(CC)CC)C (p-toluenesulfonic acid, 1-ethylpropyl ester). The solvent is CS(=O)C (DMSO). Run at time 15 minute. Yields the product C(C)C(CC)N1C=C2C[C@H]3N(CC(C[C@@H]3C=3C=CC=C1C32)C(=O)O)C (1-(1-ethylpropyl)-6-methylergoline-8carboxylic acid). The yield is 68.8%. RXN SMILES: [OH-].[K+].[CH3:3][N:4]1[CH:9]2[CH2:10][C:11]3[C:19]4[C:14](=[CH:15][CH:16]=[CH:17][C:18]=4[CH:8]2[CH2:7][CH:6]([C:20]([OH:22])=[O:21])[CH2:5]1)[NH:13][CH:12]=3.[C:23]1(C)[CH:28]=[CH:27]C(S(OC(CC)CC)(=O)=O)=[CH:25][CH:24]=1>CS(C)=O>[CH2:24]([CH:23]([N:13]1[C:14]2[C:19]3[C:11]([CH2:10][C@@H:9]4[C@@H:8]([C:18]=3[CH:17]=[CH:16][CH:15]=2)[CH2:7][CH:6]([C:20]([OH:22])=[O:21])[CH2:5][N:4]4[CH3:3])=[CH:12]1)[CH2:28][CH3:27])[CH3:25] |f:0.1|. Procedure details: A 500 ml, three-neck round bottom flask was charged with 11.72 g (180.0 mmol) of 86% pure powdered potassium hydroxide, 10.0 g (33.9 mmol) of 92% pure 9,10-dihydrolysergic acid and 150 ml of DMSO. The mixture was stirred at room temperature for 15 minutes, and 10.3 g (42.6 mmol) of p-toluenesulfonic acid, 1-ethylpropyl ester was added. The mixture was stirred at room temperature for 19 hours, and 1000 ml of ice water was added. The mixture was washed twice with 250 ml aliquots of ethyl acetate, ... Reactants: COC1=CC=C(CCl)C=C1 (4-methoxy-benzyl chloride), N1(CC(CCC1)C(=O)OCC)C(=O)OC(C)(C)C (1-tert-butyl 3-ethyl piperidine-1,3-dicarboxylate), C(C)(C)NC(C)C.[Li] (lithium diisopropylamine). Procedure: A solution of the product from STEP 1 (5.0 g, 19.5 mmol) in 20 ml THF was added to a solution of lithium diisopropylamine (11.7 ml, 23.4 mmol, 2M solution) in 25 ml THF dropwise at −20° C. The resulting mixture was stirred at 0° C. for 15 min and allowed to warm to room temperature. After 1 h, the reaction was cooled to −20° C. and treated, dropwise, with a solution of 4-methoxy-benzyl chloride (3.1 g, 19.5 mmol) in 20 ml THF. The resulting mixture was stirred at −10° C. for 1 h, and warmed to 3... The product is CC1=CC=C(CC2(CN(CCC2)C(=O)OC(C)(C)C)C(=O)OCC)C=C1 (1-tert-butyl 3-ethyl 3-(4-methylbenzyl)piperidine-1,3-dicarboxylate). RXN SMILES: [N:1]1([C:12]([O:14][C:15]([CH3:18])([CH3:17])[CH3:16])=[O:13])[CH2:6][CH2:5][CH2:4][CH:3]([C:7]([O:9][CH2:10][CH3:11])=[O:8])[CH2:2]1.[CH:19](NC(C)C)(C)C.[Li].CO[C:29]1[CH:36]=[CH:35][C:32]([CH2:33]Cl)=[CH:31][CH:30]=1>C1COCC1>[CH3:19][C:29]1[CH:36]=[CH:35][C:32]([CH2:33][C:3]2([C:7]([O:9][CH2:10][CH3:11])=[O:8])[CH2:4][CH2:5][CH2:6][N:1]([C:12]([O:14][C:15]([CH3:17])([CH3:16])[CH3:18])=[O:13])[CH2:2]2)=[CH:31][CH:30]=1 |f:1.2,^1:25|. Solvent: C1CCOC1 (THF), C1CCOC1 (THF), C1CCOC1 (THF). Conditions: temperature 0 celsius, time 15 minute. The solvent is C1=CC=CC=C1 (benzene), C(C)#N (acetonitrile). Starting materials: mixture, C1(=CC=CC=C1)C.C(C)(=O)OCC (toluene ethyl acetate), isocrotonic acid ester, [N+](=O)([O-])C1=CC=C(COC(\C(=C(\C)/N2CCCC2)\N2C(C(C2SS(=O)(=O)C2=CC=C(C=C2)C)NC(COC2=CC=CC=C2)=O)=O)=O)C=C1 (2-[4-(p-toluenesulphonylthio)-3-phenoxyacetamido-2-oxoazetidin-1-yl]-3-(1-pyrrolidyl)-crotonic acid p-nitrobenzyl ester), C1(=CC=C(C=C1)S(=O)(=O)O)C (p-toluenesulphonic acid), O (water), 7β-phenoxyacetamido-3-pyrrolidino-cephem-4-carboxylic acid p-nitrobenzyl ester. Reaction conditions: time 2 hour. As a reaction SMILES: [N+:1]([C:4]1[CH:48]=[CH:47][C:7]([CH2:8][O:9][C:10](=[O:46])/[C:11](/[N:19]2[CH:22]([S:23]S(C3C=CC(C)=CC=3)(=O)=O)[CH:21]([NH:34][C:35](=[O:44])[CH2:36][O:37][C:38]3[CH:43]=[CH:42][CH:41]=[CH:40][CH:39]=3)[C:20]2=[O:45])=[C:12](\N2CCCC2)/[CH3:13])=[CH:6][CH:5]=1)([O-:3])=[O:2].C1(C)C=CC=CC=1.C(OCC)(=[O:58])C.C1(C)C=CC(S(O)(=O)=O)=CC=1.O>C(#N)C.C1C=CC=CC=1>[N+:1]([C:4]1[CH:48]=[CH:47][C:7]([CH2:8][O:9][C:10]([C:11]2[N:19]3[C:20](=[O:45])[C@@H:21]([NH:34][C:35](=[O:44])[CH2:36][O:37][C:38]4[CH:39]=[CH:40][CH:41]=[CH:42][CH:43]=4)[C@H:22]3[S:23][CH2:13][C:12]=2[OH:58])=[O:46])=[CH:6][CH:5]=1)([O-:3])=[O:2] |f:1.2|. Procedure: A solution of 160 mg (0.23 mmol) of a mixture consisting of 2-[4-(p-toluenesulphonylthio)-3-phenoxyacetamido-2-oxoazetidin-1-yl]-3-(1-pyrrolidyl)-crotonic acid p-nitrobenzyl ester and the corresponding isocrotonic acid ester in 3 ml of dry acetonitrile is heated under nitrogen for about 4 hours at 80° C. until no further starting material can be detected by thin layer chromatography (silica gel; toluene/ethyl acetate, 1:1). The heating bath is removed, p-toluenesulphonic acid (about 0.23 mmol) a... The product is [N+](=O)([O-])C1=CC=C(COC(=O)C2=C(CS[C@H]3N2C([C@H]3NC(COC3=CC=CC=C3)=O)=O)O)C=C1 (7β-phenoxyacetamido-3-hydroxy-3-cephem-4-carboxylic acid p-nitrobenzyl ester). The reactants are OCCCCCCCCOC1=CC=C(C=C1)CC#N ({4-[(8-hydroxyoctyl)oxy]phenyl}acetonitrile), O1CCOC2=C1C=CC(=C2)C=O (1,4-Benzodioxan-6-carboxaldehyde). Yields the product O1CCOC2=C1C=CC(=C2)\C=C(/C#N)\C2=CC=C(C=C2)OCCCCCCCCO ((2Z)-3-(2,3-dihydro-1,4-benzodioxin-6-yl)-2-{4-[(8-hydroxyoctyl)oxy]phenyl}prop-2-enenitrile). Isolated yield 41.0%. Reaction SMILES: [OH:1][CH2:2][CH2:3][CH2:4][CH2:5][CH2:6][CH2:7][CH2:8][CH2:9][O:10][C:11]1[CH:16]=[CH:15][C:14]([CH2:17][C:18]#[N:19])=[CH:13][CH:12]=1.[O:20]1[C:25]2[CH:26]=[CH:27][C:28]([CH:30]=O)=[CH:29][C:24]=2[O:23][CH2:22][CH2:21]1>>[O:20]1[C:25]2[CH:26]=[CH:27][C:28](/[CH:30]=[C:17](/[C:14]3[CH:13]=[CH:12][C:11]([O:10][CH2:9][CH2:8][CH2:7][CH2:6][CH2:5][CH2:4][CH2:3][CH2:2][OH:1])=[CH:16][CH:15]=3)\[C:18]#[N:19])=[CH:29][C:24]=2[O:23][CH2:22][CH2:21]1. Procedure: (2Z)-3-(2,3-dihydro-1,4-benzodioxin-6-yl)-2-{4-[(8-hydroxyoctyl)oxy]phenyl}prop-2-enenitrile is prepared starting from {4-[(8-hydroxyoctyl)oxy]phenyl}acetonitrile and commercial 1,4-Benzodioxan-6-carboxaldehyde according the same procedure following for example 1 in 41% yield. The reactants are CS(=O)(=O)C1=NC=CC(=N1)N1C=NC2=C1C=CC=C2 (2-Methanesulfonyl-4-[benzimidazol-1-yl]pyrimidine), ClC1=C(CN)C=CC=C1 (2-chlorobenzylamine). The product is ClC1=C(CNC2=NC=CC(=N2)N2C=NC3=C2C=CC=C3)C=CC=C1 (2-[2-Chlorobenzylamino]-4-[benzimidazol-1-yl]pyrimidine). Reaction SMILES: CS([C:5]1[N:10]=[C:9]([N:11]2[C:15]3[CH:16]=[CH:17][CH:18]=[CH:19][C:14]=3[N:13]=[CH:12]2)[CH:8]=[CH:7][N:6]=1)(=O)=O.[Cl:20][C:21]1[CH:28]=[CH:27][CH:26]=[CH:25][C:22]=1[CH2:23][NH2:24]>>[Cl:20][C:21]1[CH:28]=[CH:27][CH:26]=[CH:25][C:22]=1[CH2:23][NH:24][C:5]1[N:10]=[C:9]([N:11]2[C:15]3[CH:16]=[CH:17][CH:18]=[CH:19][C:14]=3[N:13]=[CH:12]2)[CH:8]=[CH:7][N:6]=1. Procedure details: 2-Methanesulfonyl-4-[benzimidazol-1-yl]pyrimidine was reacted with 2-chlorobenzylamine according to the procedure described in EXAMPLE 1, Step C to afford the title compound. Mass Spectrum (EI): m/e 335.0 (M+). 1H NMR (500 MHz, CDCl3): δ partial 8.60 (s, 1H); 8.43 (d, J=3.9 Hz, 1H); 8.02 (br s, 1H); 7.85 (m, 1H); 7.37 (m, 2H); 6.85 (d, J=5.5 Hz, 1H); 5.93 (br s, 1H); 4.85 (d, J=6.2 Hz, 2H).